From a dataset of the Open Reaction Database (ORD), a public repository of structured organic reaction records. describe an organic reaction: reactants, conditions, products, and yield Starting materials: C(C1=CC=CC=C1)(=O)C1=CC=C(C(=O)O)C=C1 (4-benzoylbenzoic acid), C1(=CC=CC=C1)C (toluene), C1(=CC=C(C=C1)S(=O)(=O)O)C (p-toluenesulfonic acid). The solvent is C(C)O (ethanol). Yields the product C(C1=CC=CC=C1)(=O)C1=CC=C(C(=O)OCC)C=C1 (ethyl 4-benzoylbenzoate). Yield: 90.5%. As a reaction SMILES: [C:1]([C:9]1[CH:17]=[CH:16][C:12]([C:13]([OH:15])=[O:14])=[CH:11][CH:10]=1)(=[O:8])[C:2]1[CH:7]=[CH:6][CH:5]=[CH:4][CH:3]=1.[C:18]1(C)C=CC=C[CH:19]=1.C1(C)C=CC(S(O)(=O)=O)=CC=1>C(O)C>[C:1]([C:9]1[CH:10]=[CH:11][C:12]([C:13]([O:15][CH2:18][CH3:19])=[O:14])=[CH:16][CH:17]=1)(=[O:8])[C:2]1[CH:3]=[CH:4][CH:5]=[CH:6][CH:7]=1. Reported procedure: A mixture of 4-benzoylbenzoic acid (20 g, 88.4 mmole), toluene (5 mL), p-toluenesulfonic acid (1 g) and ethanol (20 mL) was refluxed for 12 hours, cooled, washed with 5% sodium carbonate, and neutralized by water wash. The organic layer was dried over anhydrous magnesium sulfate and concentrated to obtain 22 g ethyl 4-benzoylbenzoate in a yield 90.5%. The reactants are O (water), CC(C)OC1=CC=C(C=C1)C1(C(NC(N1)=O)=O)C (5-[4-(1-Methylethoxy)phenyl]-5-methylimidazolidine-2,4-dione), BrCC(=O)N1[C@@H](CN([C@H](C1)C)C1=C(C=C(C=C1)C(C(F)(F)F)(C(F)(F)F)OCOC)\C=C/C)C ((2R,5S,Z)-2-bromo-1-(4-{4-[1,1,1,3,3,3-hexafluoro-2-(methoxymethoxy)propan-2-yl]-2-(prop-1-en-1-yl)phenyl}-2,5-dimethylpiperazin-1-yl)ethanone), C([O-])([O-])=O.[K+].[K+] (potassium carbonate). The solvent is CN(C=O)C (N,N-dimethylformamide). Reaction conditions: time 5 minute. Product: FC(C(C(F)(F)F)(O)C1=CC(=C(C=C1)N1C[C@H](N(CC1C)C(CN1C(N[C@@](C1=O)(C)C1=CC=C(C=C1)OC(C)C)=O)=O)C)\C=C/C)(F)F ((2R,5S,Z)-3-(2-{4-[4-(1,1,1,3,3,3-hexafluoro-2-hydroxypropan-2-yl)-2-(prop-1-en-1-yl)phenyl]-2,5-dimethylpiperazin-1-yl}-2-oxoethyl)-5-(4-isopropoxyphenyl)-5-methylimidazolidine-2,4-dione). Yield: 81.7%. Reaction SMILES: [CH3:1][CH:2]([O:4][C:5]1[CH:10]=[CH:9][C:8]([C:11]2([CH3:18])[NH:15][C:14](=[O:16])[NH:13][C:12]2=[O:17])=[CH:7][CH:6]=1)[CH3:3].C(=O)([O-])[O-].[K+].[K+].Br[CH2:26][C:27]([N:29]1[CH2:34][C@H:33]([CH3:35])[N:32]([C:36]2[CH:41]=[CH:40][C:39]([C:42]([O:51]COC)([C:47]([F:50])([F:49])[F:48])[C:43]([F:46])([F:45])[F:44])=[CH:38][C:37]=2/[CH:55]=[CH:56]\[CH3:57])[CH2:31][C@H:30]1[CH3:58])=[O:28].O>CN(C)C=O>[F:45][C:43]([F:44])([F:46])[C:42]([C:39]1[CH:40]=[CH:41][C:36]([N:32]2[CH:33]([CH3:35])[CH2:34][N:29]([C:27](=[O:28])[CH2:26][N:13]3[C:12](=[O:17])[C@@:11]([C:8]4[CH:7]=[CH:6][C:5]([O:4][CH:2]([CH3:1])[CH3:3])=[CH:10][CH:9]=4)([CH3:18])[NH:15][C:14]3=[O:16])[C@H:30]([CH3:58])[CH2:31]2)=[C:37](/[CH:55]=[CH:56]\[CH3:57])[CH:38]=1)([OH:51])[C:47]([F:50])([F:49])[F:48] |f:1.2.3|. Reported procedure: 5-[4-(1-Methylethoxy)phenyl]-5-methylimidazolidine-2,4-dione (7.7 mg, 0.0311 mmol) was dissolved in N,N-dimethylformamide (500 μL), added potassium carbonate (8.6 mg, 0.0622 mmol) under ice-cold conditions, and the mixture was stirred at room temperature for 5 minutes. Then, under ice-cold conditions, (2R,5S,Z)-2-bromo-1-(4-{4-[1,1,1,3,3,3-hexafluoro-2-(methoxymethoxy)propan-2-yl]-2-(prop-1-en-1-yl)phenyl}-2,5-dimethylpiperazin-1-yl)ethanone (17 mg, 0.0311 mmol) was added and stirred at room tem... The reactants are CCOC(OCC)P(=O)(CCC#N)OCC, CCO, N. The product is CCOC(OCC)P(=O)(CCCN)OCC. Reaction SMILES: [C:1](#[N:2])[CH2:3][CH2:4][P:5]([O:6][CH2:7][CH3:8])(=[O:9])[CH:10]([O:11][CH2:12][CH3:13])[O:14][CH2:15][CH3:16].[CH3:18][CH2:19][OH:20].[NH3:17]>>[CH2:1]([NH2:2])[CH2:3][CH2:4][P:5]([O:6][CH2:7][CH3:8])(=[O:9])[CH:10]([O:11][CH2:12][CH3:13])[O:14][CH2:15][CH3:16]. Procedure: Trimethylsilylazide (0.23 ml, 1.74 mmol) and dibutyl tin oxide (52 mg, 0.2 mmol) were added to a solution of 3-{1-(1,3-benzodioxol-5-yl)-2-[(4-isopropylphenyl)sulfonamido]-2-oxoethyl}-6-cyano-1-methyl-1H-indole (the product of Example 51, 300 mg, 0.58 mmol) in toluene (10 ml) and the solution was heated at reflux under an atmosphere of nitrogen for 14 h. The analysis showed incomplete reaction. Further aliquots of trimethylsilylazide (0.23 ml, 1.74 mmol) and dibutyl tin oxide (52 mg, 0.2 mmol) w... RXN SMILES: C[Si]([N:5]=[N+:6]=[N-:7])(C)C.C([Sn](=O)CCCC)CCC.[O:18]1[C:22]2[CH:23]=[CH:24][C:25]([CH:27]([C:43]3[C:51]4[C:46](=[CH:47][C:48]([C:52]#[N:53])=[CH:49][CH:50]=4)[N:45]([CH3:54])[CH:44]=3)[C:28]([NH:30][S:31]([C:34]3[CH:39]=[CH:38][C:37]([CH:40]([CH3:42])[CH3:41])=[CH:36][CH:35]=3)(=[O:33])=[O:32])=[O:29])=[CH:26][C:21]=2[O:20][CH2:19]1>C1(C)C=CC=CC=1>[O:18]1[C:22]2[CH:23]=[CH:24][C:25]([CH:27]([C:43]3[C:51]4[C:46](=[CH:47][C:48]([C:52]5[N:5]=[N:6][NH:7][N:53]=5)=[CH:49][CH:50]=4)[N:45]([CH3:54])[CH:44]=3)[C:28]([NH:30][S:31]([C:34]3[CH:35]=[CH:36][C:37]([CH:40]([CH3:42])[CH3:41])=[CH:38][CH:39]=3)(=[O:32])=[O:33])=[O:29])=[CH:26][C:21]=2[O:20][CH2:19]1. Run in C1(=CC=CC=C1)C (toluene). Starting materials: C[Si](C)(C)N=[N+]=[N-] (trimethylsilylazide), C(CCC)[Sn](CCCC)=O (dibutyl tin oxide), C[Si](C)(C)N=[N+]=[N-] (Trimethylsilylazide), C(CCC)[Sn](CCCC)=O (dibutyl tin oxide), O1COC2=C1C=CC(=C2)C(C(=O)NS(=O)(=O)C2=CC=C(C=C2)C(C)C)C2=CN(C1=CC(=CC=C21)C#N)C (3-{1-(1,3-benzodioxol-5-yl)-2-[(4-isopropylphenyl)sulfonamido]-2-oxoethyl}-6-cyano-1-methyl-1H-indole), O1COC2=C1C=CC(=C2)C(C(=O)NS(=O)(=O)C2=CC=C(C=C2)C(C)C)C2=CN(C1=CC(=CC=C21)C#N)C (3-[1-(1,3-Benzodioxol-5-yl)-2-[(4-isopropylphenyl)sulfonamido]-2-oxoethyl]-6-cyano-1-methyl-1H-indole). Product: O1COC2=C1C=CC(=C2)C(C(=O)NS(=O)(=O)C2=CC=C(C=C2)C(C)C)C2=CN(C1=CC(=CC=C21)C=2N=NNN2)C (3-[1-(1,3-Benzodioxol-5-yl)-2-[(4-isopropylphenyl)sulfonamido]-2-oxoethyl]-1-methyl-6-(2H-1,2,3,4-tetrazol-5-yl)-1H-indole). The reactants are BrC=1SC2=C(N1)C=C(C(=C2C2=CC=C(C=C2)Cl)[C@@H](C(=O)OC)OC(C)(C)C)C ((S)-methyl 2-(2-bromo-7-(4-chlorophenyl)-5-methylbenzo[d]thiazol-6-yl)-2-tert-butoxyacetate), CC1(OB(OC1(C)C)C=1C=C(C=CC1)N1CCN(CC1)C(=O)OC(C)(C)C)C (tert-butyl 4-(3-(4,4,5,5-tetramethyl-1,3,2-dioxaborolan-2-yl)phenyl)piperazine-1-carboxylate), C([O-])([O-])=O.[K+].[K+] (potassium carbonate). Reagents/catalysts: C=1C=CC(=CC1)[P](C=2C=CC=CC2)(C=3C=CC=CC3)[Pd]([P](C=4C=CC=CC4)(C=5C=CC=CC5)C=6C=CC=CC6)([P](C=7C=CC=CC7)(C=8C=CC=CC8)C=9C=CC=CC9)[P](C=1C=CC=CC1)(C=1C=CC=CC1)C=1C=CC=CC1 (Pd(PPh3)4). The solvent is O1CCOCC1 (1,4-dioxane), [Cl-].[Na+].O (brine), CCOC(=O)C (EtOAc). Run at temperature 105 celsius, time 3 hour. Product: C(C)(C)(C)O[C@H](C(=O)OC)C1=C(C2=C(N=C(S2)C=2C=C(C=CC2)N2CCN(CC2)C(=O)OC(C)(C)C)C=C1C)C1=CC=C(C=C1)Cl ((S)-tert-butyl 4-(3-(6-(1-tert-butoxy-2-methoxy-2-oxoethyl)-7-(4-chlorophenyl)-5-methylbenzo[d]thiazol-2-yl)phenyl)piperazine-1-carboxylate). As a reaction SMILES: Br[C:2]1[S:3][C:4]2[C:10]([C:11]3[CH:16]=[CH:15][C:14]([Cl:17])=[CH:13][CH:12]=3)=[C:9]([C@H:18]([O:23][C:24]([CH3:27])([CH3:26])[CH3:25])[C:19]([O:21][CH3:22])=[O:20])[C:8]([CH3:28])=[CH:7][C:5]=2[N:6]=1.CC1(C)C(C)(C)OB([C:37]2[CH:38]=[C:39]([N:43]3[CH2:48][CH2:47][N:46]([C:49]([O:51][C:52]([CH3:55])([CH3:54])[CH3:53])=[O:50])[CH2:45][CH2:44]3)[CH:40]=[CH:41][CH:42]=2)O1.C(=O)([O-])[O-].[K+].[K+]>O1CCOCC1.[Cl-].[Na+].O.CCOC(C)=O.C1C=CC([P]([Pd]([P](C2C=CC=CC=2)(C2C=CC=CC=2)C2C=CC=CC=2)([P](C2C=CC=CC=2)(C2C=CC=CC=2)C2C=CC=CC=2)[P](C2C=CC=CC=2)(C2C=CC=CC=2)C2C=CC=CC=2)(C2C=CC=CC=2)C2C=CC=CC=2)=CC=1>[C:24]([O:23][C@@H:18]([C:9]1[C:8]([CH3:28])=[CH:7][C:5]2[N:6]=[C:2]([C:37]3[CH:38]=[C:39]([N:43]4[CH2:44][CH2:45][N:46]([C:49]([O:51][C:52]([CH3:55])([CH3:54])[CH3:53])=[O:50])[CH2:47][CH2:48]4)[CH:40]=[CH:41][CH:42]=3)[S:3][C:4]=2[C:10]=1[C:11]1[CH:16]=[CH:15][C:14]([Cl:17])=[CH:13][CH:12]=1)[C:19]([O:21][CH3:22])=[O:20])([CH3:27])([CH3:26])[CH3:25] |f:2.3.4,6.7.8,^1:81,83,102,121|. Procedure: To a solution of (S)-methyl 2-(2-bromo-7-(4-chlorophenyl)-5-methylbenzo[d]thiazol-6-yl)-2-tert-butoxyacetate (193 mg, 0.40 mmol) and tert-butyl 4-(3-(4,4,5,5-tetramethyl-1,3,2-dioxaborolan-2-yl)phenyl)piperazine-1-carboxylate (217 mg, 0.56 mmol) in 1,4-dioxane (3 mL) was added potassium carbonate solution (0.80 mL, 1.6 mmol, 2 M aqueous solution) and Pd(PPh3)4 (23 mg, 0.02 mmol). The reaction mixture was stirred at 105° C. for 3 h. The mixture was diluted with brine (5 mL) and EtOAc (5 mL). The ... Product: O=C(Nc1ccc(CO)cc1F)OCc1ccccc1. Starting materials: C1CCOC1, O=C(Cl)OCc1ccccc1, Nc1ccc(CO)cc1F, [Na+], [OH-], c1ccncc1. RXN SMILES: [CH2:28]1[O:29][CH2:30][CH2:31][CH2:32]1.[Cl:17][C:18](=[O:19])[O:20][CH2:21][c:22]1[cH:23][cH:24][cH:25][cH:26][cH:27]1.[NH2:1][c:2]1[c:3]([F:10])[cH:4][c:5]([CH2:6][OH:7])[cH:8][cH:9]1.[Na+:34].[OH-:33].[cH:11]1[cH:12][cH:13][n:14][cH:15][cH:16]1>>[NH:1]([c:2]1[c:3]([F:10])[cH:4][c:5]([CH2:6][OH:7])[cH:8][cH:9]1)[C:18](=[O:19])[O:20][CH2:21][c:22]1[cH:23][cH:24][cH:25][cH:26][cH:27]1.